From a dataset of the Open Reaction Database (ORD), a public repository of structured organic reaction records. describe an organic reaction: reactants, conditions, products, and yield Starting materials: C(O)([O-])=O.[Na+] (sodium hydrogen carbonate), [N+](=[N-])=C(C(C)=O)P(OC)(OC)=O (dimethyl (1-diazo-2-oxopropyl)phosphonate), C(C)(C)NC1=CC=C(C=N1)CCC=O (3-(6-isopropylaminopyridin-3-yl)propionaldehyde), C([O-])([O-])=O.[K+].[K+] (potassium carbonate). The solvent is O (water), CCOC(=O)C (EtOAc), CO (MeOH), CO (MeOH). Conditions: time 3 hour. The product is C(CC#C)C=1C=CC(=NC1)NC(C)C ((5-but-3-ynylpyridin-2-yl)isopropylamine). RXN SMILES: [N+](=[C:3](P(=O)(OC)OC)C(=O)C)=[N-].[CH:13]([NH:16][C:17]1[N:22]=[CH:21][C:20]([CH2:23][CH2:24][CH:25]=O)=[CH:19][CH:18]=1)([CH3:15])[CH3:14].C(=O)([O-])[O-].[K+].[K+].C(=O)([O-])O.[Na+]>CO.O.CCOC(C)=O>[CH2:23]([C:20]1[CH:19]=[CH:18][C:17]([NH:16][CH:13]([CH3:15])[CH3:14])=[N:22][CH:21]=1)[CH2:24][C:25]#[CH:3] |f:2.3.4,5.6|. Reported procedure: Under an argon atmosphere 361 mg (1.88 mmol) of dimethyl (1-diazo-2-oxopropyl)phosphonate in 4 mL of MeOH was added to a solution of 300 mg (1.57 mmol) of 3-(6-isopropylaminopyridin-3-yl)propionaldehyde and 434 mg (3.14 mmol) of potassium carbonate in 6 mL of MeOH and the mixture was stirred for 3 hours at RT. The reaction mixture was diluted with water and EtOAc, combined with saturated aqueous sodium hydrogen carbonate solution, and the organic phase was separated off, extracted with water, dr... Starting materials: C(C1=CC=CC=C1)(C1=CC=CC=C1)OC(=O)C=1O[C@H]([C@@H]([C@H](C1)NC(=NC(=O)OC(C)(C)C)NC(=O)OC(C)(C)C)NC(C)=O)C(N(CCC)CCC)=O ((4S,5R,6R)-5-Acetylamino-4-[2,3-bis(tert-butoxycarbonyl)-guanidino]-6-dipropylcarbamoyl-5,6-dihydro-4H-pyran-2-carboxylic acid benzhydryl ester), FC(C(=O)O)(F)F (trifluoroacetic acid). The solvent is ClCCl (dichloromethane). Reaction conditions: time 2 hour. The product is FC(C(=O)O)(F)F.C(C)(=O)N[C@@H]1[C@H](C=C(O[C@H]1C(N(CCC)CCC)=O)C(=O)O)NC(=N)N ((4S,5R,6R)-5-Acetylamino-6-dipropylcarbamoyl-4-guanidino-5,6-dihydro-4H-pyran-2-carboxylic acid trifluoroacetate salt). Reaction SMILES: C([O:14][C:15]([C:17]1[O:18][C@@H:19]([C:45](=[O:53])[N:46]([CH2:50][CH2:51][CH3:52])[CH2:47][CH2:48][CH3:49])[C@H:20]([NH:41][C:42](=[O:44])[CH3:43])[C@@H:21]([NH:23][C:24]([NH:33]C(OC(C)(C)C)=O)=[N:25]C(OC(C)(C)C)=O)[CH:22]=1)=[O:16])(C1C=CC=CC=1)C1C=CC=CC=1.[F:54][C:55]([F:60])([F:59])[C:56]([OH:58])=[O:57]>ClCCl>[F:54][C:55]([F:60])([F:59])[C:56]([OH:58])=[O:57].[C:42]([NH:41][C@H:20]1[C@H:19]([C:45](=[O:53])[N:46]([CH2:50][CH2:51][CH3:52])[CH2:47][CH2:48][CH3:49])[O:18][C:17]([C:15]([OH:16])=[O:14])=[CH:22][C@@H:21]1[NH:23][C:24]([NH2:33])=[NH:25])(=[O:44])[CH3:43] |f:3.4|. Procedure details: (4S,5R,6R)-5-Acetylamino-4-[2,3-bis(tert-butoxycarbonyl)-guanidino]-6-dipropylcarbamoyl-5,6-dihydro-4H-pyran-2-carboxylic acid benzhydryl ester (0.32 g) was dissolved in dichloromethane (2 ml) and trifluoroacetic acid (2 ml) and left to stand at 23° C. for 2 hours. The solvent was removed in vacuo and the residue triturated with diethyl ether (20 ml). The resulting solid was collected by filtration and dried to give the title compound as an off-white solid. (0.158 g) Starting materials: Cl.NC1CCC(NC1)=N (5-amino-2-iminopiperidine hydrochloride), NC1=NC=C(C(=C1)C)[N+](=O)[O-] (2-amino-4-methyl-5-nitropyridine). The product is Cl.Cl.NC1C(CC(NC1)=N)C (5-amino-2-imino-4-methylpiperidine dihydrochloride). Reaction SMILES: [ClH:1].NC1CNC(=N)CC1.[NH2:10][C:11]1[CH:16]=[C:15]([CH3:17])[C:14]([N+:18]([O-])=O)=[CH:13][N:12]=1>>[ClH:1].[ClH:1].[NH2:18][CH:14]1[CH2:13][NH:12][C:11](=[NH:10])[CH2:16][CH:15]1[CH3:17] |f:0.1,3.4.5|. Reported procedure: The method of preparation of 5-amino-2-iminopiperidine hydrochloride was used to convert 2-amino-4-methyl-5-nitropyridine to the title compound. Product was obtained as a white solid, shown to be two isomers by 1H NMR analysis. Recrystallization from EtOH/H2O gave a white solid, shown to be one isomer (A) by 1H NMR and tentatively assigned the trans configuration. The mother liquor was concentrated in vacuo and redissolved in warm EtOH. Upon cooling, the first crop was obtained which contains mo... The reactants are C(C)OC([C@H]1N(CC(C1)OS(=O)(=O)C)CC)=O (N-ethyl-4-mesyloxy-L-proline ethylester), [N-]=[N+]=[N-].[Na+] (sodium azide), CN(C)C=O (DMF). Run in O (water). Yields the product C(C)OC([C@H]1N(CC(C1)N=[N+]=[N-])CC)=O (4-azido-N-ethyl-L-proline ethylester). Yield: 73.2%. RXN SMILES: [CH2:1]([O:3][C:4](=[O:17])[C@@H:5]1[CH2:9][CH:8](OS(C)(=O)=O)[CH2:7][N:6]1[CH2:15][CH3:16])[CH3:2].[N-:18]=[N+:19]=[N-:20].[Na+].CN(C=O)C>O>[CH2:1]([O:3][C:4](=[O:17])[C@@H:5]1[CH2:9][CH:8]([N:18]=[N+:19]=[N-:20])[CH2:7][N:6]1[CH2:15][CH3:16])[CH3:2] |f:1.2|. Procedure details: A mixture of 3.50 g of N-ethyl-4-mesyloxy-L-proline ethylester, 1.54 g of sodium azide and 10 ml of DMF was reacted at an inner temperature of 90° C. for 4 hours and after cooling, the reaction mixture was poured into water and extracted with ethyl acetate. The extract was dried over magnesium sulfate and concentrated to obtain an oily product. This was purified by means of silica column chromatography to obtain 2.05 g of 4-azido-N-ethyl-L-proline ethylester. The reactants are C1CCOC1, CON(C)C(=O)c1cccc(F)c1C1CCN(C(=O)OC(C)(C)C)CC1. Yields the product CC(C)(C)OC(=O)N1CCC(c2c(F)cccc2C=O)CC1. As a reaction SMILES: [CH2:27]1[O:28][CH2:29][CH2:30][CH2:31]1.[CH3:1][O:2][N:3]([C:4](=[O:5])[c:6]1[c:7]([CH:13]2[CH2:14][CH2:15][N:16]([C:19](=[O:20])[O:21][C:22]([CH3:23])([CH3:24])[CH3:25])[CH2:17][CH2:18]2)[c:8]([F:12])[cH:9][cH:10][cH:11]1)[CH3:26]>>[CH:4](=[O:5])[c:6]1[c:7]([CH:13]2[CH2:14][CH2:15][N:16]([C:19](=[O:20])[O:21][C:22]([CH3:23])([CH3:24])[CH3:25])[CH2:17][CH2:18]2)[c:8]([F:12])[cH:9][cH:10][cH:11]1. Reactants: CC(C)C(=O)c1cncnc1, [Cl-], C#Cc1ccc(Cl)cc1, [Li]CCCC, [NH4+], C1CCOC1, O. The product is CC(C)C(O)(C#Cc1ccc(Cl)cc1)c1cncnc1. RXN SMILES: [CH3:15][CH:16]([C:17](=[O:18])[c:19]1[cH:20][n:21][cH:22][n:23][cH:24]1)[CH3:25].[Cl-:26].[Cl:1][c:2]1[cH:3][cH:4][c:5]([C:8]#[CH:9])[cH:6][cH:7]1.[Li:10][CH2:11][CH2:12][CH2:13][CH3:14].[NH4+:27].[O:28]1[CH2:29][CH2:30][CH2:31][CH2:32]1.[OH2:33]>>[Cl:1][c:2]1[cH:3][cH:4][c:5]([C:8]#[C:9][C:17]([CH:16]([CH3:15])[CH3:25])([OH:18])[c:19]2[cH:20][n:21][cH:22][n:23][cH:24]2)[cH:6][cH:7]1.